This data is from the Open Reaction Database (ORD), a public repository of structured organic reaction records. The task is: describe an organic reaction: reactants, conditions, products, and yield Reactants: C(=O)C=1C=C(C(=O)O)C=CC1 (3-formylbenzoic acid), OCC1=CC=C(C=C1)/C=C/C(=O)OC (methyl (2E)-3-[4-(hydroxymethyl)phenyl]acrylate). Product: C/C(/C(=O)O)=C\C1=CC(=CC=C1)CO (Methyl (2E)-3-[3-(hydroxymethyl)phenyl]acrylic acid). Reaction SMILES: [CH:1]([C:3]1[CH:4]=[C:5]([CH:9]=[CH:10][CH:11]=1)[C:6]([OH:8])=O)=O.OCC1C=CC(/[CH:20]=[CH:21]/[C:22]([O:24]C)=[O:23])=CC=1>>[CH3:20]/[C:21](=[CH:1]\[C:3]1[CH:11]=[CH:10][CH:9]=[C:5]([CH2:6][OH:8])[CH:4]=1)/[C:22]([OH:24])=[O:23]. Procedure: The title compound was prepared from 3-formylbenzoic acid by the same methodology used to make Intermediate A.